The task is: describe an organic reaction: reactants, conditions, products, and yield. This data is from the Open Reaction Database (ORD), a public repository of structured organic reaction records. Product: OC1=CC=C2CC(C(OC2=C1)=O)CC(=O)O ((7-hydroxy-2-oxo-3,4-dihydro-2H-chromen-3-yl)acetic acid). RXN SMILES: [C:1]1([CH:8]=[CH:7][CH:6]=[C:4]([OH:5])[CH:3]=1)[OH:2].[C:9](O)(=[O:16])[C:10]([CH2:12][C:13]([OH:15])=[O:14])=[CH2:11]>C1(C)C=CC=CC=1.O1CCOCC1>[OH:2][C:1]1[CH:3]=[C:4]2[C:6]([CH2:11][CH:10]([CH2:12][C:13]([OH:15])=[O:14])[C:9](=[O:16])[O:5]2)=[CH:7][CH:8]=1 |f:2.3|. The reactants are C1(O)=CC(O)=CC=C1 (resorcinol), C(C(=C)CC(=O)O)(=O)O (itaconic acid). Procedure details: In a round-bottomed flask equipped with a Dean-Stark apparatus, 10 g of resorcinol and 11.8 g of itaconic acid were dissolved in 150 ml of a toluene/dioxane mixture (volume ratio 1/1) in the presence of Amberlyst 15 resin from Aldrich. The reaction mixture was heated at 100° C. for 3 hours. After cooling, the crude reaction product was filtered and the filtrate was concentrated under vacuum. The crude product was recrystallized hot from ethyl acetate. This gave 10 g of a white powder, which corr... Conditions: temperature 100 celsius. The yield is 50.0%. Solvent: C1(=CC=CC=C1)C.O1CCOCC1 (toluene dioxane).